Dataset: the Open Reaction Database (ORD), a public repository of structured organic reaction records. Task: describe an organic reaction: reactants, conditions, products, and yield Reactants: CC#N, CN(c1ccccc1CNc1cccn2nc(Cl)nc12)S(C)(=O)=O, [H-], CI, [Na+]. As a reaction SMILES: [CH3:25][C:26]#[N:27].[Cl:1][c:2]1[n:3][n:4]2[c:5]([c:6]([NH:10][CH2:11][c:12]3[c:13]([N:18]([S:19](=[O:20])(=[O:21])[CH3:22])[CH3:23])[cH:14][cH:15][cH:16][cH:17]3)[cH:7][cH:8][cH:9]2)[n:24]1.[H-:28].[I:30][CH3:31].[Na+:29]>>[Cl:1][c:2]1[n:3][n:4]2[c:5]([c:6]([N:10]([CH2:11][c:12]3[c:13]([N:18]([S:19](=[O:20])(=[O:21])[CH3:22])[CH3:23])[cH:14][cH:15][cH:16][cH:17]3)[CH3:25])[cH:7][cH:8][cH:9]2)[n:24]1. Yields the product CN(Cc1ccccc1N(C)S(C)(=O)=O)c1cccn2nc(Cl)nc12. Reaction SMILES: [Br:1][c:2]1[cH:3][cH:4][cH:5][c:6]2[n:7][cH:8][nH:9][c:10]12.[CH3:18][c:19]1[c:20]([CH3:21])[cH:22][cH:23][cH:24][cH:25]1.[NH:11]1[CH2:12][CH2:13][NH:14][CH2:15][CH2:16][CH2:17]1.[OH2:26]>>[c:2]1([N:11]2[CH2:12][CH2:13][NH:14][CH2:15][CH2:16][CH2:17]2)[cH:3][cH:4][cH:5][c:6]2[n:7][cH:8][nH:9][c:10]12. Starting materials: Brc1cccc2nc[nH]c12, Cc1ccccc1C, C1CNCCNC1, O. Yields the product c1cc(N2CCCNCC2)c2[nH]cnc2c1. Starting materials: Cl.NO (hydroxylamine hydrochloride), C([O-])([O-])=O.[Na+].[Na+] (sodium carbonate), ClC1=C(C#N)C=CC=C1 (chlorobenzonitrile). The solvent is C(C)O (ethanol). Run at time 8 hour. Yields the product ClC1=C(C(N)=NO)C=CC=C1 (2-Chlorobenzamidoxime). Reaction SMILES: Cl.[NH2:2][OH:3].C(=O)([O-])[O-].[Na+].[Na+].[Cl:10][C:11]1[CH:18]=[CH:17][CH:16]=[CH:15][C:12]=1[C:13]#[N:14]>C(O)C>[Cl:10][C:11]1[CH:18]=[CH:17][CH:16]=[CH:15][C:12]=1[C:13](=[N:2][OH:3])[NH2:14] |f:0.1,2.3.4|. Procedure details: A mixture of 32 g (0.46 moles) hydroxylamine hydrochloride and 49 g (0.46 moles) sodium carbonate in ethanol (about 200 ml) was stirred at room temperature for several minutes; then, 52.4 g (0.381 moles) chlorobenzonitrile was added slowly. The reaction mixture was heated to reflux and allowed to reflux about 6 hours. The reaction mixture was cooled at room temperature and suction-filtered. The solids were washed with acetone. The acetone washings were combined with the filtrate; the combined fi... Starting materials: CCC(=O)c1cnc(Br)s1, CS(=O)[O-], CS(C)=O, CCOC(C)=O, I[Cu]I, [Na+]. Product: CCC(=O)c1cnc(S(C)(=O)=O)s1. RXN SMILES: [Br:1][c:2]1[s:3][c:4]([C:7]([CH2:8][CH3:9])=[O:10])[cH:5][n:6]1.[CH3:11][S:12](=[O:13])[O-:14].[CH3:16][S:17](=[O:18])[CH3:19].[CH3:20][CH2:21][O:22][C:23](=[O:24])[CH3:25].[Cu:26]([I:27])[I:28].[Na+:15]>>[c:2]1([S:12]([CH3:11])(=[O:13])=[O:14])[s:3][c:4]([C:7]([CH2:8][CH3:9])=[O:10])[cH:5][n:6]1. Starting materials: [Mg] (magnesium), BrCCBr (1,2-dibromoethane), Cl (hydrochloric acid), FC=1C=C(CBr)C=CC1F (3,4-difluorobenzyl bromide), O=C1CCN(CC1)C(=O)OC(C)(C)C (tert-butyl 4-oxopiperidine-1-carboxylate), C(=O)([O-])C(O)C(O)C(=O)[O-].[Na+].[K+] (potassium sodium tartrate). Run in C(C)OCC (diethyl ether), C(C)OCC (diethyl ether), C1CCOC1 (THF), C1CCOC1 (THF). Run at temperature -78 celsius, time 1 hour. Yields the product FC=1C=C(CC2(CCN(CC2)C(=O)OC(C)(C)C)O)C=CC1F (tert-butyl 4-(3,4-difluorobenzyl)-4-hydroxypiperidine-1-carboxylate). Yield: 59.6%. RXN SMILES: [Mg].BrCCBr.[F:6][C:7]1[CH:8]=[C:9]([CH:12]=[CH:13][C:14]=1[F:15])[CH2:10]Br.[O:16]=[C:17]1[CH2:22][CH2:21][N:20]([C:23]([O:25][C:26]([CH3:29])([CH3:28])[CH3:27])=[O:24])[CH2:19][CH2:18]1.Cl.C(C(C(C([O-])=O)O)O)([O-])=O.[Na+].[K+]>C(OCC)C.C1COCC1>[F:6][C:7]1[CH:8]=[C:9]([CH:12]=[CH:13][C:14]=1[F:15])[CH2:10][C:17]1([OH:16])[CH2:18][CH2:19][N:20]([C:23]([O:25][C:26]([CH3:28])([CH3:27])[CH3:29])=[O:24])[CH2:21][CH2:22]1 |f:5.6.7|. Procedure details: To a suspension of magnesium (1.2 g) and 1,2-dibromoethane (0.11 mL) in diethyl ether (30 mL) was added a solution of 3,4-difluorobenzyl bromide (10 g) in diethyl ether (10 mL) at room temperature under a nitrogen atmosphere, and the mixture was stirred at the same temperature for 1 hr. The reaction mixture was diluted with THF (30 mL), and cooled to −78° C. A solution of tert-butyl 4-oxopiperidine-1-carboxylate (5.0 g) in THF (10 mL) was added thereto, and the mixture was allowed to warm to roo...